Task: describe an organic reaction: reactants, conditions, products, and yield. Dataset: the Open Reaction Database (ORD), a public repository of structured organic reaction records Starting materials: COCCN1C(NC(=C1)C1=CC=CC=C1)=O (1-(2-methoxyethyl)-4-phenyl-4-imidazolin-2-one). Reagents/catalysts: [Pd] (palladium on carbon). Solvent: C(C)O (ethanol). Reaction conditions: time 4 hour. Product: COCCN1C(NC(C1)C1=CC=CC=C1)=O (racemic 1-(2-methoxyethyl)-4-phenyl-2-imidazolidone). Isolated yield 91.5%. As a reaction SMILES: [CH3:1][O:2][CH2:3][CH2:4][N:5]1[CH:9]=[C:8]([C:10]2[CH:15]=[CH:14][CH:13]=[CH:12][CH:11]=2)[NH:7][C:6]1=[O:16]>[Pd].C(O)C>[CH3:1][O:2][CH2:3][CH2:4][N:5]1[CH2:9][CH:8]([C:10]2[CH:15]=[CH:14][CH:13]=[CH:12][CH:11]=2)[NH:7][C:6]1=[O:16]. Procedure details: The 1-(2-methoxyethyl)-4-phenyl-4-imidazolin-2-one (6.5 g) so obtained is next admixed with 10% palladium on carbon (0.7 g) in ethanol (50 ml). The mixture is thereafter hydrogenated at 50 psi at room temperature for four hours and the catalyst is filtered. Resultant filtrate is finally concentrated to yield racemic 1-(2-methoxyethyl)-4-phenyl-2-imidazolidone (6.0 g), [α]D20 =-0.2(c=1 in CHCl3).